From a dataset of the Open Reaction Database (ORD), a public repository of structured organic reaction records. describe an organic reaction: reactants, conditions, products, and yield The reactants are C(C)C1=CC=C(C=C1)C=1C=C(C=NC1)NC(OC)=O (methyl [5-(4-ethylphenyl)pyridin-3-yl]carbamate). Solvent: C(C)O (ethanol), C(C)(=O)O (acetic acid). Product: C(C)C1=CC=C(C=C1)C1CC(CNC1)NC(OC)=O (Methyl [5-(4-ethylphenyl)piperidin-3-yl]carbamate). RXN SMILES: [CH2:1]([C:3]1[CH:8]=[CH:7][C:6]([C:9]2[CH:10]=[C:11]([NH:15][C:16](=[O:19])[O:17][CH3:18])[CH:12]=[N:13][CH:14]=2)=[CH:5][CH:4]=1)[CH3:2]>C(O)C.C(O)(=O)C>[CH2:1]([C:3]1[CH:8]=[CH:7][C:6]([CH:9]2[CH2:14][NH:13][CH2:12][CH:11]([NH:15][C:16](=[O:19])[O:17][CH3:18])[CH2:10]2)=[CH:5][CH:4]=1)[CH3:2]. Procedure: A solution of 1.0 g (3.7 mmol) of methyl [5-(4-ethylphenyl)pyridin-3-yl]carbamate in 100 ml of ethanol and 100 ml of acetic acid was reacted according to General Method 5A. The solution was concentrated under reduced pressure. The crude product was purified by flash chromatography (silica gel, dichloromethane/methanol 4:1). Yield: 171 mg (16% of theory) Reactants: OC1=NN(C=C1CCC(=O)OCC)CC1=CC=C(C=C1)OCC=1N=C(OC1C)C1=CC=CC=C1 (ethyl 3-[3-hydroxy-1-[4-(5-methyl-2-phenyl-4-oxazolylmethoxy)benzyl]-1H-pyrazol-4-yl]propionate), [H-].[Na+] (sodium hydride), O (water), ClC1=NC=C(C=C1)C(F)(F)F (2-Chloro-5-trifluoromethylpyridine). The solvent is CN(C=O)C (N,N-dimethylformamide). Reaction conditions: time 30 minute. Product: CC1=C(N=C(O1)C1=CC=CC=C1)COC1=CC=C(CN2N=C(C(=C2)CCC(=O)O)OC2=NC=C(C=C2)C(F)(F)F)C=C1 (3-[1-[4-(5-methyl-2-phenyl-4-oxazolylmethoxy)benzyl]-3-(5-trifluoromethyl-2-pyridyloxy)-1H-pyrazol-4-yl]propionic acid). The yield is 76.0%. RXN SMILES: [OH:1][C:2]1[C:6]([CH2:7][CH2:8][C:9]([O:11]CC)=[O:10])=[CH:5][N:4]([CH2:14][C:15]2[CH:20]=[CH:19][C:18]([O:21][CH2:22][C:23]3[N:24]=[C:25]([C:29]4[CH:34]=[CH:33][CH:32]=[CH:31][CH:30]=4)[O:26][C:27]=3[CH3:28])=[CH:17][CH:16]=2)[N:3]=1.[H-].[Na+].Cl[C:38]1[CH:43]=[CH:42][C:41]([C:44]([F:47])([F:46])[F:45])=[CH:40][N:39]=1.O>CN(C)C=O>[CH3:28][C:27]1[O:26][C:25]([C:29]2[CH:34]=[CH:33][CH:32]=[CH:31][CH:30]=2)=[N:24][C:23]=1[CH2:22][O:21][C:18]1[CH:19]=[CH:20][C:15]([CH2:14][N:4]2[CH:5]=[C:6]([CH2:7][CH2:8][C:9]([OH:11])=[O:10])[C:2]([O:1][C:38]3[CH:43]=[CH:42][C:41]([C:44]([F:47])([F:46])[F:45])=[CH:40][N:39]=3)=[N:3]2)=[CH:16][CH:17]=1 |f:1.2|. Reported procedure: To a solution of ethyl 3-[3-hydroxy-1-[4-(5-methyl-2-phenyl-4-oxazolylmethoxy)benzyl]-1H-pyrazol-4-yl]propionate (1.00 g) in N,N-dimethylformamide (80 ml), sodium hydride (60%, oily, 100 mg) was added at 0° C., and the solution was stirred at room temperature for 30 minutes. 2-Chloro-5-trifluoromethylpyridine (0.45 g) was added to the reaction mixture, which was stirred at 90° C. for two hours. The reaction mixture was poured into water, which was extracted with ethyl acetate. The ethyl acetate ... Reported procedure: 2,6-Dibromo-4-aminophenol (0.6 g.) was dissolved in acetone (30 ml.) to which pyridine (0.32 ml.) was added. Then the solution was added by drops and with stirring to an acetone solution (10 ml.) containing acetylsalicyloyl chloride which was prepared from acetyl-salicylic acid (0.38 g.). The resulting solution was evaporated to dryness under reduced pressure to give a residue which was dissolved in ethyl acetate. After washing first with water and then with 1 N hydrochloric acid the solution wa... RXN SMILES: [Br:1][C:2]1[CH:7]=[C:6]([NH2:8])[CH:5]=[C:4]([Br:9])[C:3]=1[OH:10].C([O:14][C:15]1[C:16](=[CH:20][CH:21]=[CH:22][CH:23]=1)[C:17](Cl)=[O:18])(=O)C.C(OC1C(=CC=CC=1)C(O)=O)(=O)C>CC(C)=O.N1C=CC=CC=1.C(OCC)(=O)C>[Br:1][C:2]1[CH:7]=[C:6]([CH:5]=[C:4]([Br:9])[C:3]=1[OH:10])[NH:8][C:17](=[O:18])[C:16]1[CH:20]=[CH:21][CH:22]=[CH:23][C:15]=1[OH:14]. Run in CC(=O)C (acetone), CC(=O)C (acetone), N1=CC=CC=C1 (pyridine), C(C)(=O)OCC (ethyl acetate). The yield is 78.0%. Starting materials: C(C)(=O)OC=1C(C(=O)Cl)=CC=CC1 (acetylsalicyloyl chloride), BrC1=C(C(=CC(=C1)N)Br)O (2,6-Dibromo-4-aminophenol), C(C)(=O)OC=1C(C(=O)O)=CC=CC1 (acetyl-salicylic acid). The product is BrC=1C=C(NC(C2=C(C=CC=C2)O)=O)C=C(C1O)Br (3',5'-dibromo-2,4'-dihydroxybenzanilide). As a reaction SMILES: [BH:19]([OH:20])[OH:21].[CH2:1]([O:2][C:3](=[O:4])[CH:5]([CH2:6][C:7](=[O:8])[O:9][CH2:10][CH3:11])[C:12]([C:13]([F:14])([F:15])[F:16])=[O:17])[CH3:18].[CH3:22][CH2:23][OH:24]>>[CH2:5]([CH2:6][C:7](=[O:8])[O:9][CH2:10][CH3:11])[C:12]([C:13]([F:14])([F:15])[F:16])=[O:17]. Reactants: OBO, CCOC(=O)CC(C(=O)OCC)C(=O)C(F)(F)F, CCO. The product is CCOC(=O)CCC(=O)C(F)(F)F. Starting materials: O (H2O), [N+](=O)(O)[O-] (HNO3), O (H2O), OC1=CC=C(C=C1)C(C(=O)OC)C1CCCC1 (methyl 2-(4-hydroxyphenyl)-2-cyclopentyl-acetate). Run in C(Cl)Cl (CH2Cl2). Run at time 15 minute. Product: OC1=C(C=C(C=C1)C(C(=O)OC)C1CCCC1)[N+](=O)[O-] (Methyl 2-(4-hydroxy-3-nitrophenyl)-2-cyclopentyl-acetate). Yield: 71.0%. Reaction SMILES: [OH:1][C:2]1[CH:7]=[CH:6][C:5]([CH:8]([CH:13]2[CH2:17][CH2:16][CH2:15][CH2:14]2)[C:9]([O:11][CH3:12])=[O:10])=[CH:4][CH:3]=1.[N+:18]([O-])([OH:20])=[O:19].O>C(Cl)Cl>[OH:1][C:2]1[CH:3]=[CH:4][C:5]([CH:8]([CH:13]2[CH2:17][CH2:16][CH2:15][CH2:14]2)[C:9]([O:11][CH3:12])=[O:10])=[CH:6][C:7]=1[N+:18]([O-:20])=[O:19]. Reported procedure: 22.9 g (0.1 mol) of methyl 2-(4-hydroxyphenyl)-2-cyclopentyl-acetate are dissolved in 50 ml of CH2Cl2 and added dropwise at 5° C. to a solution of 50 ml of conc. HNO3 /50 ml of H2O. The mixture is stirred for 15 min, then 100 ml of H2O are added and the organic phase is separated off. The aqueous phase is extracted three times with 50 ml of CH2Cl2, and the organic phases are washed 5 times with water, dried, concentrated to a small volume and filtered through silica gel. After concentration, the... The reactants are FC1=C(C=CC(=C1)[Si](C)(C)C)N (2-fluoro-4-trimethylsilanyl-phenylamine), [Li+].C[Si](C)(C)[N-][Si](C)(C)C (LHMDS), ClC1=C(C(=O)O)C=C(C(=N1)Cl)F (2,6-dichloro-5-fluoro-nicotinic acid). The solvent is C1CCOC1 (THF), C1CCOC1 (THF). Run at temperature -78 celsius, time 2 hour. Yields the product ClC1=NC(=C(C(=O)O)C=C1F)NC1=C(C=C(C=C1)[Si](C)(C)C)F (6-Chloro-5-fluoro-2-(2-fluoro-4-trimethylsilanyl-phenylamino)-nicotinic acid). The yield is 48.8%. RXN SMILES: [F:1][C:2]1[CH:7]=[C:6]([Si:8]([CH3:11])([CH3:10])[CH3:9])[CH:5]=[CH:4][C:3]=1[NH2:12].[Li+].C[Si]([N-][Si](C)(C)C)(C)C.Cl[C:24]1[N:32]=[C:31]([Cl:33])[C:30]([F:34])=[CH:29][C:25]=1[C:26]([OH:28])=[O:27]>C1COCC1>[Cl:33][C:31]1[C:30]([F:34])=[CH:29][C:25]([C:26]([OH:28])=[O:27])=[C:24]([NH:12][C:3]2[CH:4]=[CH:5][C:6]([Si:8]([CH3:9])([CH3:11])[CH3:10])=[CH:7][C:2]=2[F:1])[N:32]=1 |f:1.2|. Procedure details: To a cold (−78° C.) solution of 2-fluoro-4-trimethylsilanyl-phenylamine (19.2 g, 105 mmol) in anhydrous THF (50 mL) was added a solution of LHMDS (160 mL, 1 M in hexanes, 160 mmol) dropwise over 45 minutes under a nitrogen atmosphere. After 2 hours at −78° C., a solution of 2,6-dichloro-5-fluoro-nicotinic acid (10.5 g, 50 mmol) in anhydrous THF (30 mL) was added. The mixture was stirred at −78° C. for 1 hour then allowed to warm to ambient temperature. After 18 hours stirring at ambient temperat... The reactants are NC1=NC=CC(=C1)CC (2-amino-4-ethylpyridine), BrCC(C(=O)OCC)=O (ethyl 3-bromo-2-oxopropionate). Run in C(C)O (ethanol). Product: C(C)C1=CC=2N(C=C1)C=C(N2)C(=O)OCC (ethyl 7-ethylimidazo[1,2-a]pyridine-2-carboxylate). Yield: 18.6%. As a reaction SMILES: [NH2:1][C:2]1[CH:7]=[C:6]([CH2:8][CH3:9])[CH:5]=[CH:4][N:3]=1.Br[CH2:11][C:12](=O)[C:13]([O:15][CH2:16][CH3:17])=[O:14]>C(O)C>[CH2:8]([C:6]1[CH:5]=[CH:4][N:3]2[CH:11]=[C:12]([C:13]([O:15][CH2:16][CH3:17])=[O:14])[N:1]=[C:2]2[CH:7]=1)[CH3:9]. Reported procedure: A mixture of 2-amino-4-ethylpyridine (3.8 g), ethyl 3-bromo-2-oxopropionate (6.84 g) and ethanol (30 ml) was refluxed for 6 hours. After the reaction mixture was concentrated, water (30 ml) and ehtyl acetate (30 ml) were added to the residue. The mixture was made basic with an aqueous solution of potassium carbonate, and the separated organic layer was washed with brine and dried over magnesium sulfate. The solvent was evaporated and the residue was subjected to a column chromatography on silica... Reactants: CN(C)c1ccncc1, CC=Cc1ccccc1O, COc1cc2nccc(Cl)c2cc1OC, Clc1ccccc1Cl. Yields the product CC=Cc1ccccc1Oc1ccnc2cc(OC)c(OC)cc12. As a reaction SMILES: [CH3:26][N:27]([CH3:28])[c:29]1[cH:30][cH:31][n:32][cH:33][cH:34]1.[CH:16](=[CH:17][CH3:18])[c:19]1[c:20]([OH:25])[cH:21][cH:22][cH:23][cH:24]1.[Cl:1][c:2]1[cH:3][cH:4][n:5][c:6]2[cH:7][c:8]([O:14][CH3:15])[c:9]([O:12][CH3:13])[cH:10][c:11]12.[Cl:35][c:36]1[cH:37][cH:38][cH:39][cH:40][c:41]1[Cl:42]>>[c:2]1([O:25][c:20]2[c:19]([CH:16]=[CH:17][CH3:18])[cH:24][cH:23][cH:22][cH:21]2)[cH:3][cH:4][n:5][c:6]2[cH:7][c:8]([O:14][CH3:15])[c:9]([O:12][CH3:13])[cH:10][c:11]12.